From a dataset of the Open Reaction Database (ORD), a public repository of structured organic reaction records. describe an organic reaction: reactants, conditions, products, and yield The product is BrCC(C(C(=O)OC(C1=CC=CC=C1)C1=CC=CC=C1)=NO)=O (benzhydryl 4-bromo-2-hydroxyimino-3-oxobutyrate). Solvent: O (water), C(C)(=O)O (acetic acid). Procedure: In 30 ml of acetic acid there were dissolved 6.94 g of benzhydryl 4-bromo-3-oxobutyrate and, under ice-cooling and stirring, a solution of 1.588 g of sodium nitrite in 6 ml of water was added dropwise. The mixture was further stirred at that temperature for 20 minutes and, following addition of 60 ml of a saturated aqueous solution of sodium chloride, the mixture was extracted with ethyl acetate. The ethyl acetate layer was washed with a saturated aqueous solution of sodium chloride and dried ov... RXN SMILES: [Br:1][CH2:2][C:3](=[O:21])[CH2:4][C:5]([O:7][CH:8]([C:15]1[CH:20]=[CH:19][CH:18]=[CH:17][CH:16]=1)[C:9]1[CH:14]=[CH:13][CH:12]=[CH:11][CH:10]=1)=[O:6].[N:22]([O-])=[O:23].[Na+].[Cl-].[Na+]>C(O)(=O)C.O>[Br:1][CH2:2][C:3](=[O:21])[C:4](=[N:22][OH:23])[C:5]([O:7][CH:8]([C:9]1[CH:10]=[CH:11][CH:12]=[CH:13][CH:14]=1)[C:15]1[CH:16]=[CH:17][CH:18]=[CH:19][CH:20]=1)=[O:6] |f:1.2,3.4|. Reactants: N(=O)[O-].[Na+] (sodium nitrite), saturated aqueous solution, [Cl-].[Na+] (sodium chloride), BrCC(CC(=O)OC(C1=CC=CC=C1)C1=CC=CC=C1)=O (benzhydryl 4-bromo-3-oxobutyrate). The reactants are O=CNc1cc(C(O)CNCCc2ccc(OCCC34CC5CC(CC(C5)C3)C4)cc2)ccc1OCc1ccccc1, CO, C1CCOC1. Product: O=CNc1cc(C(O)CNCCc2ccc(OCCC34CC5CC(CC(C5)C3)C4)cc2)ccc1O. Reaction SMILES: [C:1]12([CH2:11][CH2:12][O:13][c:14]3[cH:15][cH:16][c:17]([CH2:20][CH2:21][NH:22][CH2:23][CH:24]([OH:25])[c:26]4[cH:27][cH:28][c:29]([O:35][CH2:36][c:37]5[cH:38][cH:39][cH:40][cH:41][cH:42]5)[c:30]([NH:32][CH:33]=[O:34])[cH:31]4)[cH:18][cH:19]3)[CH2:2][CH:3]3[CH2:4][CH:5]([CH2:6][CH:7]([CH2:8]1)[CH2:9]3)[CH2:10]2.[CH3:43][OH:44].[O:45]1[CH2:46][CH2:47][CH2:48][CH2:49]1>>[C:1]12([CH2:11][CH2:12][O:13][c:14]3[cH:15][cH:16][c:17]([CH2:20][CH2:21][NH:22][CH2:23][CH:24]([OH:25])[c:26]4[cH:27][cH:28][c:29]([OH:35])[c:30]([NH:32][CH:33]=[O:34])[cH:31]4)[cH:18][cH:19]3)[CH2:2][CH:3]3[CH2:4][CH:5]([CH2:6][CH:7]([CH2:8]1)[CH2:9]3)[CH2:10]2.